Dataset: the Open Reaction Database (ORD), a public repository of structured organic reaction records. Task: describe an organic reaction: reactants, conditions, products, and yield The reactants are O=C1OCCN1P(=O)(N1C(OCC1)=O)Cl (Bis(2-oxo-3-oxazolidinyl)phosphinic chloride), C(C)(C)N(C(C)C)CC (N,N-diisopropylethylamine), NC=1C=NC2=CC=CC=C2C1 (3-aminoquinoline), C(C)(C)(C)OC(=O)N[C@H](CCC1=CC=CC=C1)C(=O)O (N-tert-butoxycarbonyl-D-homophenylalanine). Solvent: ClCCl (dichloromethane). Run at temperature 0 celsius, time 19 hour. Yields the product N1=CC(=CC2=CC=CC=C12)NC([C@H](NC(=O)OC(C)(C)C)CCC1=CC=CC=C1)=O (N-tert-Butoxycarbonyl-D-Homophenylalanine 3-Quinolylamide). The yield is 73.9%. RXN SMILES: O=C1N(P(Cl)(N2CCOC2=O)=O)CCO1.C(N(CC)C(C)C)(C)C.[NH2:25][C:26]1[CH:27]=[N:28][C:29]2[C:34]([CH:35]=1)=[CH:33][CH:32]=[CH:31][CH:30]=2.[C:36]([O:40][C:41]([NH:43][C@@H:44]([C:53](O)=[O:54])[CH2:45][CH2:46][C:47]1[CH:52]=[CH:51][CH:50]=[CH:49][CH:48]=1)=[O:42])([CH3:39])([CH3:38])[CH3:37]>ClCCl>[N:28]1[C:29]2[C:34](=[CH:33][CH:32]=[CH:31][CH:30]=2)[CH:35]=[C:26]([NH:25][C:53](=[O:54])[C@@H:44]([CH2:45][CH2:46][C:47]2[CH:52]=[CH:51][CH:50]=[CH:49][CH:48]=2)[NH:43][C:41]([O:40][C:36]([CH3:39])([CH3:37])[CH3:38])=[O:42])[CH:27]=1. Procedure details: Bis(2-oxo-3-oxazolidinyl)phosphinic chloride (829 mg) and N,N-diisopropylethylamine (1.13 mL) were added to a solution of 3-aminoquinoline (391 mg) and N-tert-butoxycarbonyl-D-homophenylalanine (1.13 g) in dichloromethane (15 mL) at 0° C. After stirring at 0° C. for 10 min and at room temperature for 19 hr, the solvent was removed in vacuo. The residue was diluted with 10% citric acid and extracted with ethyl acetate. The organic layer was washed with water, saturated sodium hydrogen carbonate, ... The reactants are C(C)(C)(C)OC(NC=1N(C(C([C@@](N1)(C)C1=C(C=CC(=C1)N)F)(C)C)=O)C)=O ([(S)-4-(5-amino-2-fluoro-phenyl)-1,4,5,5-tetramethyl-6-oxo-1,4,5,6-tetrahydro-pyrimidin-2-yl]-carbamic acid tert-butyl ester), C(C)(C)(C)OC(NC=1N(C(C([C@@](N1)(C)C1=C(C=CC(=C1)N)F)(C)C)=O)C)=O ([(S)-4-(5-amino-2-fluoro-phenyl)-1,4,5,5-tetramethyl-6-oxo-1,4,5,6-tetrahydro-pyrimidin-2-yl]-carbamic acid tert-butyl ester), FC(C(=O)O)(C(F)(F)F)OC (rac-2,3,3,3-tetrafluoro-2-methoxy-propionic acid). Product: NC=1N(C(C([C@@](N1)(C)C=1C=C(C=CC1F)NC(C(C(F)(F)F)(OC)F)=O)(C)C)=O)C (N-(3-((S)-2-Amino-1,4,5,5-tetramethyl-6-oxo-1,4,5,6-tetrahydropyrimidin-4-yl)-4-fluorophenyl)-2,3,3,3-tetrafluoro-2-methoxypropanamide). As a reaction SMILES: C(OC(=O)[NH:7][C:8]1[N:9]([CH3:26])[C:10](=[O:25])[C:11]([CH3:24])([CH3:23])[C@:12]([C:15]2[CH:20]=[C:19]([NH2:21])[CH:18]=[CH:17][C:16]=2[F:22])([CH3:14])[N:13]=1)(C)(C)C.[F:28][C:29]([O:37][CH3:38])([C:33]([F:36])([F:35])[F:34])[C:30](O)=[O:31]>>[NH2:7][C:8]1[N:9]([CH3:26])[C:10](=[O:25])[C:11]([CH3:23])([CH3:24])[C@:12]([C:15]2[CH:20]=[C:19]([NH:21][C:30](=[O:31])[C:29]([F:28])([O:37][CH3:38])[C:33]([F:36])([F:35])[F:34])[CH:18]=[CH:17][C:16]=2[F:22])([CH3:14])[N:13]=1. Procedure details: The coupling of [(S)-4-(5-amino-2-fluoro-phenyl)-1,4,5,5-tetramethyl-6-oxo-1,4,5,6-tetrahydro-pyrimidin-2-yl]-carbamic acid tert-butyl ester (intermediate F2) and rac-2,3,3,3-tetrafluoro-2-methoxy-propionic acid followed by deprotection of the intermediate yielded the title compound as a colorless amorphous solid. MS (ESI): m/z=437.1 [M+H]+. Starting materials: CN1CCCC1=O, Cn1c(=O)c(Oc2ccccc2F)cc2cnc(S(C)(=O)=O)nc21, N. Product: Cn1c(=O)c(Oc2ccccc2F)cc2cnc(N)nc21. RXN SMILES: [CH3:26][N:27]1[CH2:28][CH2:29][CH2:30][C:31]1=[O:32].[F:1][c:2]1[c:3]([O:4][c:5]2[cH:6][c:7]3[c:8]([n:9][c:10]([S:13]([CH3:14])(=[O:15])=[O:16])[n:11][cH:12]3)[n:17]([CH3:20])[c:18]2=[O:19])[cH:21][cH:22][cH:23][cH:24]1.[NH3:25]>>[F:1][c:2]1[c:3]([O:4][c:5]2[cH:6][c:7]3[c:8]([n:9][c:10]([NH2:25])[n:11][cH:12]3)[n:17]([CH3:20])[c:18]2=[O:19])[cH:21][cH:22][cH:23][cH:24]1.